From a dataset of the Open Reaction Database (ORD), a public repository of structured organic reaction records. describe an organic reaction: reactants, conditions, products, and yield Starting materials: C(=O)C1=CC=C(C(=O)N(C)C)C=C1 (4-formyl-N,N-dimethylbenzamide), C(C)OC(C1=CC=C(\C=N\C2=C3COC(C3=CC=C2)=O)C=C1)OCC ((E)-4-(4-(diethoxymethyl)benzylideneamino) isobenzofuran-1(3H)-one), C[O-].[Na+] (sodium methoxide), C(CC)(=O)OCC (ethyl propionate). Run at time 8 hour. The product is C(C)OC(C1=CC=C(C=C1)C1NC=2C=CC=C(C2C(C1C1=CC=C(C=C1)C(N(C)C)=O)=O)C(=O)OCC)OCC (Ethyl 2-(4-(diethoxymethyl)phenyl)-3-(4-(dimethylcarbamoyl)phenyl)-4-oxo-1,2,3,4-tetrahydroquinoline-5-carboxylate). Reaction SMILES: [CH:1]([C:3]1[CH:13]=[CH:12][C:6]([C:7]([N:9]([CH3:11])[CH3:10])=[O:8])=[CH:5][CH:4]=1)=O.[CH2:14]([O:16][CH:17]([O:36][CH2:37][CH3:38])[C:18]1[CH:35]=[CH:34][C:21](/[CH:22]=[N:23]/[C:24]2[CH:32]=[CH:31][CH:30]=[C:29]3[C:25]=2[CH2:26][O:27][C:28]3=[O:33])=[CH:20][CH:19]=1)[CH3:15].[CH3:39][O-].[Na+].[C:42](OCC)(=[O:45])CC>>[CH2:14]([O:16][CH:17]([O:36][CH2:37][CH3:38])[C:18]1[CH:19]=[CH:20][C:21]([CH:22]2[CH:1]([C:3]3[CH:13]=[CH:12][C:6]([C:7](=[O:8])[N:9]([CH3:11])[CH3:10])=[CH:5][CH:4]=3)[C:42](=[O:45])[C:25]3[C:29]([C:28]([O:27][CH2:26][CH3:39])=[O:33])=[CH:30][CH:31]=[CH:32][C:24]=3[NH:23]2)=[CH:34][CH:35]=1)[CH3:15] |f:2.3|. Procedure: To a mixture of 4-formyl-N,N-dimethylbenzamide (960 mg, 5.42 mmol), (E)-4-(4-(diethoxymethyl)benzylideneamino) isobenzofuran-1(3H)-one (1.84 g, 5.42 mmol) and sodium methoxide (499 mg, 21.7 mmol) was added to ethyl propionate (30 mL) and the mixture was stirred at room temperature overnight. Then the resulting mixture was evaporated under reduced pressure and extracted with EtOAc (100 mL×4) and concentrated. This gave the crude product (250 mg). LC-MS (ESI) m/z: 545 (M+1)+. Starting materials: C(C)OC(=O)C1(CC2=CC=CC=C2C1)NC(C1=C(C(=CC(=C1)Br)C)OC1CCC1)=O (2-(5-bromo-2-cyclobutoxy-3-methyl-benzoylamino)-indan-2-carboxylic acid ethyl ester), O (water), O1CCOCC1 (1,4-dioxane), CO (MeOH), LiOH monohydrate. Solvent: CO.C(Cl)Cl (MeOH DCM). Conditions: time 38 hour. Product: BrC=1C=C(C(=C(C(=O)NC2(CC3=CC=CC=C3C2)C(=O)O)C1)OC1CCC1)C (2-(5-Bromo-2-cyclobutoxy-3-methyl-benzoylamino)-indan-2-carboxylic acid). Yield: 95.9%. Reaction SMILES: C([O:3][C:4]([C:6]1([NH:15][C:16](=[O:30])[C:17]2[CH:22]=[C:21]([Br:23])[CH:20]=[C:19]([CH3:24])[C:18]=2[O:25][CH:26]2[CH2:29][CH2:28][CH2:27]2)[CH2:14][C:13]2[C:8](=[CH:9][CH:10]=[CH:11][CH:12]=2)[CH2:7]1)=[O:5])C.O1CCOCC1.CO.O>CO.C(Cl)Cl>[Br:23][C:21]1[CH:20]=[C:19]([CH3:24])[C:18]([O:25][CH:26]2[CH2:29][CH2:28][CH2:27]2)=[C:17]([CH:22]=1)[C:16]([NH:15][C:6]1([C:4]([OH:5])=[O:3])[CH2:14][C:13]2[C:8](=[CH:9][CH:10]=[CH:11][CH:12]=2)[CH2:7]1)=[O:30] |f:4.5|. Procedure: A 30 mL reaction vial is charged with 2-(5-bromo-2-cyclobutoxy-3-methyl-benzoylamino)-indan-2-carboxylic acid ethyl ester (0.29 g, 0.61 mmoles) is charged with 1,4-dioxane (4 mL) and MeOH (4 mL). A stirring bar is added and stirring is initiated. After dissolution, water (2 mL) is added followed by the LiOH monohydrate (65 mg, 1.55 mmol). After 38 h, tlc analysis (silica, 10% MeOH/DCM) indicates that the starting material is completely consumed. The pH of the reaction mixture is carefully adjust... Reactants: CC(=O)NC1Cc2ccc(OC(=O)CCl)cc2C1, CO, [Na+], [OH-]. The product is CC(=O)NC1Cc2ccc(O)cc2C1. Reaction SMILES: [C:1]([CH3:2])(=[O:3])[NH:4][CH:5]1[CH2:6][c:7]2[cH:8][cH:9][c:10]([O:14][C:15](=[O:16])[CH2:17][Cl:18])[cH:11][c:12]2[CH2:13]1.[CH3:21][OH:22].[Na+:20].[OH-:19]>>[C:1]([CH3:2])(=[O:3])[NH:4][CH:5]1[CH2:6][c:7]2[cH:8][cH:9][c:10]([OH:14])[cH:11][c:12]2[CH2:13]1. Starting materials: [H-].[Na+] (NaH), OP(=O)(O)O.CO (H3PO4 methanol), [Na] (sodium), N1C=CC=C1 (pyrrole), C(C)[Al](CC)CC (Triethylaluminum), AlPO4, [Na] (sodium), CC=1NC(=CC1)C (2,5-dimethylpyrrole), NH4HF2. The product is CC=1[N-]C(=CC1)C.[Na+] (Sodium 2,5-dimethylpyrrolide), [N-]1C=CC=C1.[Na+] (Sodium pyrrolide), Fluorided-alumina. Procedure details: Manipulations of all reactants were carried out either in a drybox employing nitrogen, or in airless glassware employing vacuum or nitrogen. Tetrahydrofuran (THF), toluene, benzene, diethylbenzene (Aldrich, 97% mixture of 1,2-, 1,3-, 1,4- isomers) and pentane were purified by distillation over sodiumbenzophenone ketyl under nitrogen, then degassed via a nitrogen purge. Dimethoxyethane (DME) (Aldrich, anhydrous) was degasseal via nitrogen purge and used without further purification. Pyrrole (Aldr... RXN SMILES: [CH3:1][C:2]1[NH:3][C:4]([CH3:7])=[CH:5][CH:6]=1.[Na].[NH:9]1[CH:13]=[CH:12][CH:11]=[CH:10]1.[H-].[Na+:15].C([Al](CC)CC)C.OP(O)(O)=O.CO>C(COC)OC.O1CCCC1.CO>[CH3:1][C:2]1[N-:3][C:4]([CH3:7])=[CH:5][CH:6]=1.[Na+:15].[N-:9]1[CH:13]=[CH:12][CH:11]=[CH:10]1.[Na+:15] |f:3.4,6.7,11.12,13.14,^1:7|. Run at time 3 hour. Run in C(OC)COC (dimethoxyethane), O1CCCC1 (tetrahydrofuran), O1CCCC1 (tetrahydrofuran), CO (methanol). Starting materials: ClC1=NC=CC(=C1)OC=1C(=NC(=CC1)[N+](=O)[O-])C (3-((2-chloropyridin-4-yl)oxy)-2-methyl-6-nitropyridine), C1(CC1)C(=O)N (cyclopropanecarboxamide), C(=O)([O-])[O-].[Cs+].[Cs+] (Cs2CO3). The reagents and catalysts are C=1C=CC(=CC1)/C=C/C(=O)/C=C/C2=CC=CC=C2.C=1C=CC(=CC1)/C=C/C(=O)/C=C/C2=CC=CC=C2.C=1C=CC(=CC1)/C=C/C(=O)/C=C/C2=CC=CC=C2.[Pd].[Pd] (Pd2(dba)3), CC(C)C1=CC(=C(C(=C1)C(C)C)C2=C(C=CC=C2)P(C3CCCCC3)C4CCCCC4)C(C)C (X-phos). Run in O1CCOCC1 (dioxane). Reaction conditions: temperature 90 celsius. Product: CC1=NC(=CC=C1OC1=CC(=NC=C1)NC(=O)C1CC1)[N+](=O)[O-] (N-(4-((2-methyl-6-nitropyridin-3-yl)oxy)pyridin-2-yl)cyclopropanecarboxamide). Yield: 84.5%. Reaction SMILES: Cl[C:2]1[CH:7]=[C:6]([O:8][C:9]2[C:10]([CH3:18])=[N:11][C:12]([N+:15]([O-:17])=[O:16])=[CH:13][CH:14]=2)[CH:5]=[CH:4][N:3]=1.[CH:19]1([C:22]([NH2:24])=[O:23])[CH2:21][CH2:20]1.C([O-])([O-])=O.[Cs+].[Cs+]>O1CCOCC1.C1C=CC(/C=C/C(/C=C/C2C=CC=CC=2)=O)=CC=1.C1C=CC(/C=C/C(/C=C/C2C=CC=CC=2)=O)=CC=1.C1C=CC(/C=C/C(/C=C/C2C=CC=CC=2)=O)=CC=1.[Pd].[Pd].CC(C1C=C(C(C)C)C(C2C=CC=CC=2P(C2CCCCC2)C2CCCCC2)=C(C(C)C)C=1)C>[CH3:18][C:10]1[C:9]([O:8][C:6]2[CH:5]=[CH:4][N:3]=[C:2]([NH:24][C:22]([CH:19]3[CH2:21][CH2:20]3)=[O:23])[CH:7]=2)=[CH:14][CH:13]=[C:12]([N+:15]([O-:17])=[O:16])[N:11]=1 |f:2.3.4,6.7.8.9.10|. Procedure details: A mixture of Example A3 (0.50 g, 1.882 mmol), cyclopropanecarboxamide (0.641 g, 7.53 mmol), Cs2CO3 (0.920 g, 2.82 mmol), and X-phos (0.045 g, 0.094 mmol) in dioxane (10 mL) was sparged with Ar, treated with Pd2(dba)3 (0.086 g, 0.094 mmol), sparged again with Ar and heated at 90° C. overnight. The mixture was cooled to RT, treated with EtOAc and the solids removed via filtration. The filtrate was washed with brine, dried over Na2SO4, concentrated to dryness and purified via silica gel chromatogra... Starting materials: S(=O)(Cl)Cl (thionyl chloride), C1(=CC=CC=C1)[Se]CCO (2-hydroxyethyl phenyl selenide), C1(=CC=CC=C1)[Se]CCO (2-hydroxyethyl phenyl selenide). Run in C(Cl)Cl (CH2Cl2), C(Cl)Cl (CH2Cl2). Yields the product ClCC[Se]C1=CC=CC=C1 (2-Chloroethylphenyl Selenide). Reaction SMILES: [C:1]1([Se:7][CH2:8][CH2:9]O)[CH:6]=[CH:5][CH:4]=[CH:3][CH:2]=1.S(Cl)([Cl:13])=O>C(Cl)Cl>[Cl:13][CH2:9][CH2:8][Se:7][C:1]1[CH:6]=[CH:5][CH:4]=[CH:3][CH:2]=1. Procedure: One gram of the resulting 2-hydroxyethyl phenyl selenide was dissolved in 15 ml of CH2Cl2. One ml of thionyl chloride was dissolved in 5 ml of CH2Cl2 and was added to the solution of the 2-hydroxyethyl phenyl selenide. The reaction mixture was refluxed for 1 h. The solvent was evaporated off and the remaining product transferred to a separatory funnel using CHCl3. Twenty ml of water was added to the separatory funnel and was made weakly basic with 5% aqueous NaHCO3. The CHCl3 layer was removed f... The reactants are O=C(Cl)c1cccc(NC(=O)c2ccccc2)c1, CCOC(C)=O, Cl, Nc1ccc2ncsc2c1, C1CCOC1, c1ccncc1. Yields the product O=C(Nc1cccc(C(=O)Nc2ccc3ncsc3c2)c1)c1ccccc1. As a reaction SMILES: [C:17]([c:18]1[cH:19][cH:20][cH:21][cH:22][cH:23]1)(=[O:24])[NH:25][c:26]1[cH:27][c:28]([C:29](=[O:30])[Cl:31])[cH:32][cH:33][cH:34]1.[CH3:41][CH2:42][O:43][C:44](=[O:45])[CH3:46].[ClH:35].[NH2:1][c:2]1[cH:3][c:4]2[c:5]([n:6][cH:7][s:8]2)[cH:9][cH:10]1.[O:36]1[CH2:37][CH2:38][CH2:39][CH2:40]1.[cH:11]1[cH:12][cH:13][n:14][cH:15][cH:16]1>>[NH:1]([c:2]1[cH:3][c:4]2[c:5]([n:6][cH:7][s:8]2)[cH:9][cH:10]1)[C:29]([c:28]1[cH:27][c:26]([NH:25][C:17]([c:18]2[cH:19][cH:20][cH:21][cH:22][cH:23]2)=[O:24])[cH:34][cH:33][cH:32]1)=[O:30].